describe an organic reaction: reactants, conditions, products, and yield From a dataset of the Open Reaction Database (ORD), a public repository of structured organic reaction records. Reactants: C1(CCCCC1)NCCCNC(CC1=C(N(C2=CC=C(C=C12)OC)C(C1=CC=C(C=C1)Cl)=O)C)=O (N-(3-cyclohexylaminoprop-1-yl)-1-(4-chlorobenzoyl)-5-methoxy-2-methylindole-3-acetamide), C(C)(C)N(CC)C(C)C (diisopropylethyl amine), C(C)(=O)Cl (acetyl chloride). The solvent is ClCCl (dichloromethane), ClCCl (dichloromethane). Reaction conditions: time 20 hour. The product is C(C)(=O)C(CCNC(CC1=C(N(C2=CC=C(C=C12)OC)C(C1=CC=C(C=C1)Cl)=O)C)=O)NC1CCCCC1 (N-(3-Acetyl-3-cyclohexylaminoprop-1-yl)-1-(4-chlorobenzoyl)-5-methoxy-2-methylindole-3-acetamide). RXN SMILES: [CH:1]1([NH:7][CH2:8][CH2:9][CH2:10][NH:11][C:12](=[O:35])[CH2:13][C:14]2[C:22]3[C:17](=[CH:18][CH:19]=[C:20]([O:23][CH3:24])[CH:21]=3)[N:16]([C:25](=[O:33])[C:26]3[CH:31]=[CH:30][C:29]([Cl:32])=[CH:28][CH:27]=3)[C:15]=2[CH3:34])[CH2:6][CH2:5][CH2:4][CH2:3][CH2:2]1.C(N(C(C)C)CC)(C)C.[C:45](Cl)(=[O:47])[CH3:46]>ClCCl>[C:45]([CH:8]([NH:7][CH:1]1[CH2:2][CH2:3][CH2:4][CH2:5][CH2:6]1)[CH2:9][CH2:10][NH:11][C:12](=[O:35])[CH2:13][C:14]1[C:22]2[C:17](=[CH:18][CH:19]=[C:20]([O:23][CH3:24])[CH:21]=2)[N:16]([C:25](=[O:33])[C:26]2[CH:27]=[CH:28][C:29]([Cl:32])=[CH:30][CH:31]=2)[C:15]=1[CH3:34])(=[O:47])[CH3:46]. Procedure details: To a solution of 0.100 g (0.2 mmol) of N-(3-cyclohexylaminoprop-1-yl)-1-(4-chlorobenzoyl)-5-methoxy-2-methylindole-3-acetamide in 1 mL of anhydrous dichloromethane was added 0.04 mL (0.24 mmol) of diisopropylethyl amine followed by 0.015 mL (0.2 mmol) of acetyl chloride. The reaction was stirred at room temperature for 20 hr then diluted with more dichloromethane (2 mL). The solution was washed with dilute aqueous citric acid (1 mL) before drying (Na2SO4), filtering and evaporating. The residue ... RXN SMILES: [CH2:1]([S:7][CH2:8][CH2:9][C:10]([O:12][CH2:13][CH2:14][CH2:15][CH2:16][CH2:17][CH2:18][CH2:19][CH2:20][CH2:21][CH2:22][CH2:23][CH2:24][CH2:25][CH2:26][CH2:27][CH2:28][CH2:29][CH3:30])=[O:11])/[CH:2]=[CH:3]/[CH:4]=[CH:5]/[CH3:6].C(NCCS)(=O)C.C(NCCS)(=O)C>C(Cl)(Cl)Cl>[CH2:1]([S:7][CH2:8][CH2:9][C:10]([O:12][CH2:13][CH2:14][CH2:15][CH2:16][CH2:17][CH2:18][CH2:19][CH2:20][CH2:21][CH2:22][CH2:23][CH2:24][CH2:25][CH2:26][CH2:27][CH2:28][CH2:29][CH3:30])=[O:11])/[CH:2]=[CH:3]/[CH:4]=[CH:5]/[CH3:6] |f:0.1|. Reactants: C(\C=C\C=C\C)SCCC(=O)OCCCCCCCCCCCCCCCCCC.C(C)(=O)NCCS (Octadecyl S-sorbyl-3-mercaptopropionate N-acetylcysteamine), C(C)(=O)NCCS (N-acetylcysteamine), triethylanine. Product: C(\C=C\C=C\C)SCCC(=O)OCCCCCCCCCCCCCCCCCC (Octadecyl S-sorbyl-3-mercaptopropionate). The solvent is C(Cl)(Cl)Cl (chloroform). Procedure: Octadecyl S-sorbyl-3-mercaptopropionate-N-acetylcysteamine monoadducts (3 and 4). In a 50-mL round-bottom flask, 181 mg (0.40 mmol) of OSM was dissolved in 10 mL of chloroform, which was purged with nitrogen for 15 minutes prior to use. 30 μL (0.28 mmol) of N-acetylcysteamine and 39 μL (0.28 mmol) of triethylanine were added, and the solution was stirred under reflux in a nitrogen atmosphere for 2 hours. The solvent was evaporated and the mixture of monoadducts was isolated by preparative TLC wi... Starting materials: CC#N, [F-], [Na+], O=C(Cl)Oc1ccccc1. Yields the product O=C(F)Oc1ccccc1. Reaction SMILES: [CH3:13][C:14]#[N:15].[F-:11].[Na+:12].[c:1]1([O:7][C:8](=[O:9])[Cl:10])[cH:2][cH:3][cH:4][cH:5][cH:6]1>>[c:1]1([O:7][C:8](=[O:9])[F:11])[cH:2][cH:3][cH:4][cH:5][cH:6]1. Starting materials: O=C([O-])[O-], CNC, CN(C)C=O, O=Cc1ccc(F)cc1C(F)(F)F, [K+], [K+], O. Yields the product CN(C)c1ccc(C=O)c(C(F)(F)F)c1. RXN SMILES: [C:17](=[O:18])([O-:19])[O-:20].[CH3:14][NH:15][CH3:16].[CH3:23][N:24]([CH3:25])[CH:26]=[O:27].[F:1][c:2]1[cH:3][c:4]([C:10]([F:11])([F:12])[F:13])[c:5]([CH:6]=[O:7])[cH:8][cH:9]1.[K+:21].[K+:22].[OH2:28]>>[c:2]1([N:15]([CH3:14])[CH3:16])[cH:3][c:4]([C:10]([F:11])([F:12])[F:13])[c:5]([CH:6]=[O:7])[cH:8][cH:9]1. The product is ClC=1C=C2C(=CN(C2=CC1)CCC1CCCC1)CCNC (2-(5-chloro-1-(2-cyclopentylethyl)-1H-indol-3-yl)-N-methylethanamine). Reported procedure: The title compound is prepared by General Method 10 using 1-(4-chlorophenyl)-1-(2-cyclopentylethyl)hydrazine (Example 4) and 4,4-dimethoxy-N-methylbutan-1-amine. RXN SMILES: [Cl:1][C:2]1[CH:7]=[CH:6][C:5]([N:8]([CH2:10][CH2:11][CH:12]2[CH2:16][CH2:15][CH2:14][CH2:13]2)N)=[CH:4][CH:3]=1.CO[CH:19](OC)[CH2:20][CH2:21][CH2:22][NH:23][CH3:24]>>[Cl:1][C:2]1[CH:7]=[C:6]2[C:5](=[CH:4][CH:3]=1)[N:8]([CH2:10][CH2:11][CH:12]1[CH2:16][CH2:15][CH2:14][CH2:13]1)[CH:19]=[C:20]2[CH2:21][CH2:22][NH:23][CH3:24]. Starting materials: ClC1=CC=C(C=C1)N(N)CCC1CCCC1 (1-(4-chlorophenyl)-1-(2-cyclopentylethyl)hydrazine), COC(CCCNC)OC (4,4-dimethoxy-N-methylbutan-1-amine). Reactants: N[C@@H]1CN(C[C@H]1C1=CC(=C(C=C1)Cl)Cl)C(=O)OC(C)(C)C (tert-butyl (3S,4R)-3-amino-4-(3,4-dichlorophenyl)pyrrolidine-1-carboxylate), O.C1(=CC=C(C=C1)S(=O)(=O)O)C (p-toluenesulfonic acid monohydrate), CCCCCC (hexane). Solvent: C(C)(=O)OCC (ethyl acetate). Yields the product C1(=CC=C(C=C1)S(=O)(=O)O)C.N[C@@H]1CN(C[C@H]1C1=CC(=C(C=C1)Cl)Cl)C(=O)OC(C)(C)C (tert-butyl (3S,4R)-3-amino-4-(3,4-dichlorophenyl)pyrrolidine-1-carboxylate p-toluenesulfonate). The yield is 88.7%. As a reaction SMILES: [NH2:1][C@H:2]1[C@H:6]([C:7]2[CH:12]=[CH:11][C:10]([Cl:13])=[C:9]([Cl:14])[CH:8]=2)[CH2:5][N:4]([C:15]([O:17][C:18]([CH3:21])([CH3:20])[CH3:19])=[O:16])[CH2:3]1.O.[C:23]1([CH3:33])[CH:28]=[CH:27][C:26]([S:29]([OH:32])(=[O:31])=[O:30])=[CH:25][CH:24]=1.CCCCCC>C(OCC)(=O)C>[C:23]1([CH3:33])[CH:24]=[CH:25][C:26]([S:29]([OH:32])(=[O:30])=[O:31])=[CH:27][CH:28]=1.[NH2:1][C@H:2]1[C@H:6]([C:7]2[CH:12]=[CH:11][C:10]([Cl:13])=[C:9]([Cl:14])[CH:8]=2)[CH2:5][N:4]([C:15]([O:17][C:18]([CH3:21])([CH3:20])[CH3:19])=[O:16])[CH2:3]1 |f:1.2,5.6|. Procedure: To a solution of the compound (0.92 g) obtained in step 5 in ethyl acetate (8 mL) was added p-toluenesulfonic acid monohydrate (0.53 g), and then hexane (1.5 mL) was added. The precipitate was collected by filtration to give tert-butyl (3S,4R)-3-amino-4-(3,4-dichlorophenyl)pyrrolidine-1-carboxylate p-toluenesulfonate (1.24 g, 77%). The reactants are CCOC(=O)C(C)P(=O)(OCC)OCC (triethyl 2-phosphonopropionate), [H-].[Na+] (sodium hydride), O (water), C(=O)C1=CC=C(C=C1)C1=CC(=CC=C1)CN(C(C1=CC=CC=C1)=O)C (N-(4′-formylbiphenyl-3-ylmethyl)-N-methylbenzamide). Solvent: C1CCOC1 (THF), C1CCOC1 (THF). Reaction conditions: time 3 hour. The product is C/C(/C(=O)OCC)=C\C1=CC=C(C=C1)C1=CC(=CC=C1)CNC(=O)C1=CC=CC=C1 (Ethyl (E)-2-methyl-3-(3′-{[(1-phenyl-methanoyl) amino]methyl}biphenyl-4-yl)acrylate). RXN SMILES: [H-].[Na+].[CH3:3][CH2:4][O:5][C:6]([CH:8](P(OCC)(OCC)=O)[CH3:9])=[O:7].[CH:18]([C:20]1[CH:25]=[CH:24][C:23]([C:26]2[CH:31]=[CH:30][CH:29]=[C:28]([CH2:32][N:33](C)[C:34](=[O:41])[C:35]3[CH:40]=[CH:39][CH:38]=[CH:37][CH:36]=3)[CH:27]=2)=[CH:22][CH:21]=1)=O.O>C1COCC1>[CH3:9]/[C:8](=[CH:18]\[C:20]1[CH:25]=[CH:24][C:23]([C:26]2[CH:31]=[CH:30][CH:29]=[C:28]([CH2:32][NH:33][C:34]([C:35]3[CH:40]=[CH:39][CH:38]=[CH:37][CH:36]=3)=[O:41])[CH:27]=2)=[CH:22][CH:21]=1)/[C:6]([O:5][CH2:4][CH3:3])=[O:7] |f:0.1|. Reported procedure: 440 mg (11 mmol) of sodium hydride (80% in oil) and 10 ml of THF are introduced into a three-necked flask under a stream of nitrogen. A solution of 2.2 ml of triethyl 2-phosphonopropionate in 10 ml of THF is added dropwise, followed by a solution of 3 g (9.1 mmol) of N-(4′-formylbiphenyl-3-ylmethyl)-N-methylbenzamide (prepared in Example 1(e)), and the mixture is stirred at room temperature for 3 hours. The reaction medium is poured into water and extracted with dichloromethane, and the organic ... Reaction SMILES: [C:24]([CH:25]=[CH2:26])(=[O:27])[O:28][C:29]([CH3:30])([CH3:31])[CH3:32].[CH2:1]([c:2]1[cH:3][cH:4][cH:5][cH:6][cH:7]1)[O:8][c:9]1[cH:10][c:11]([OH:17])[c:12]([CH:13]=[O:14])[cH:15][cH:16]1.[CH3:34][N:35]1[CH2:36][CH2:37][CH2:38][C:39]1=[O:40].[K+:18].[K+:19].[O-:20][C:21]([O-:22])=[O:23].[OH2:33]>>[CH2:1]([c:2]1[cH:3][cH:4][cH:5][cH:6][cH:7]1)[O:8][c:9]1[cH:10][c:11]2[c:12]([cH:15][cH:16]1)[CH:13]=[C:25]([C:24](=[O:27])[O:28][C:29]([CH3:30])([CH3:31])[CH3:32])[CH2:26][O:17]2. Starting materials: C=CC(=O)OC(C)(C)C, O=Cc1ccc(OCc2ccccc2)cc1O, CN1CCCC1=O, [K+], [K+], O=C([O-])[O-], O. Yields the product CC(C)(C)OC(=O)C1=Cc2ccc(OCc3ccccc3)cc2OC1. Starting materials: N#Cc1cc(Br)cc(CBr)c1, CC(C)(C)OC(=O)CNS(=O)(=O)c1ccc2c(c1)CCC(C)(C)O2, CC#N. The product is CC(C)(C)OC(=O)CN(Cc1cc(Br)cc(C#N)c1)S(=O)(=O)c1ccc2c(c1)CCC(C)(C)O2. RXN SMILES: [Br:25][c:26]1[cH:27][c:28]([C:29]#[N:30])[cH:31][c:32]([CH2:34][Br:35])[cH:33]1.[CH3:1][C:2]1([CH3:24])[O:3][c:4]2[cH:5][cH:6][c:7]([S:12](=[O:13])(=[O:14])[NH:15][CH2:16][C:17](=[O:18])[O:19][C:20]([CH3:21])([CH3:22])[CH3:23])[cH:8][c:9]2[CH2:10][CH2:11]1.[CH3:36][C:37]#[N:38]>>[CH3:1][C:2]1([CH3:24])[O:3][c:4]2[cH:5][cH:6][c:7]([S:12](=[O:13])(=[O:14])[N:15]([CH2:16][C:17](=[O:18])[O:19][C:20]([CH3:21])([CH3:22])[CH3:23])[CH2:34][c:32]3[cH:31][c:28]([C:29]#[N:30])[cH:27][c:26]([Br:25])[cH:33]3)[cH:8][c:9]2[CH2:10][CH2:11]1. Reactants: O1C2=C1CCC2 (epoxycyclopentene), CN1C(CCC1)=NC1=C2NC=NC2=NC=N1 (N6 -(N-methyl-pyrrolidin-ylidene)adenine), P(OC(C)C)(OC(C)C)OC(C)C (triisopropyl phosphite), N1=CN=C2N=CNC2=C1N (adenine), diethyl acetal, C(CCC)[Li] (n-butyllithium), CCCCCC (n-hexane). The reagents and catalysts are C(C)(=O)[O-].[Pd+2].C(C)(=O)[O-] (palladium(II) acetate). Run in O1CCCC1 (tetrahydrofuran), CS(=O)C (dimethylsulfoxide), CC(C)O (2-propanol), CN1C(CCC1)=O (N-methyl-pyrrolid-2-one), O1CCCC1 (tetrahydrofuran). Yields the product CN1C(CCC1)=NC1=C2N=CN(C2=NC=N1)C1C=CC(C1)O (N6 -(N-methyl-2-pyrrolidin-ylidene)-9-[(1RS,4SR)-4-hydroxy-cyclopent-2-en-1-yl]adenine). Yield: 27.1%. Reaction SMILES: P(OC(C)C)(OC(C)C)OC(C)C.C([Li])CCC.CCCCCC.[CH3:25][N:26]1[CH2:30][CH2:29][CH2:28][C:27]1=[N:31][C:32]1[N:40]=[CH:39][N:38]=[C:37]2[C:33]=1[NH:34][CH:35]=[N:36]2.N1C(N)=C2C(N=CN2)=NC=1.[O:51]1[C:53]2[CH2:54][CH2:55][CH2:56][C:52]1=2>O1CCCC1.CC(O)C.C([O-])(=O)C.[Pd+2].C([O-])(=O)C.CN1CCCC1=O.CS(C)=O>[CH3:25][N:26]1[CH2:30][CH2:29][CH2:28][C:27]1=[N:31][C:32]1[N:40]=[CH:39][N:38]=[C:37]2[C:33]=1[N:34]=[CH:35][N:36]2[CH:55]1[CH2:56][CH:52]([OH:51])[CH:53]=[CH:54]1 |f:8.9.10|. Reported procedure: 224 mg (1 mmol) of palladium(II) acetate, 2.5 ml (10 mmol) of triisopropyl phosphite and 1.5 ml of 1.6 molar n-butyllithium solution in n-hexane (2 mmol) are brought together in 40 ml of dry tetrahydrofuran at 0° C. under inert nitrogen gas and the mixture is stirred. After addition of 30 ml of dry dimethylsulfoxide, 4.32 g (20 mmol) of N6 -(N-methyl-pyrrolidin-ylidene)adenine (prepared by reaction of adenine with the diethyl acetal of N-methyl-pyrrolid-2-one in 2-propanol; beige powder, melting...